describe an organic reaction: reactants, conditions, products, and yield From a dataset of the Open Reaction Database (ORD), a public repository of structured organic reaction records. Starting materials: CCOc1ccc(Cc2cc(C3(OC)OC(CC(C)(O[SiH3])C(C)(C)C)C(OCc4ccccc4)C(OCc4ccccc4)C3OCc3ccccc3)ccc2Cl)c(F)c1F, CC(=O)Cl, CO. Yields the product CCOc1ccc(Cc2cc(C3(OC)OC(CO)C(OCc4ccccc4)C(OCc4ccccc4)C3OCc3ccccc3)ccc2Cl)c(F)c1F. As a reaction SMILES: [CH2:1]([c:2]1[cH:3][cH:4][cH:5][cH:6][cH:7]1)[O:8][CH:9]1[CH:10]([CH2:52][C:53]([C:54]([CH3:55])([CH3:56])[CH3:57])([CH3:58])[O:59][SiH3:60])[O:11][C:12]([O:31][CH3:32])([c:33]2[cH:34][c:35]([CH2:40][c:41]3[c:42]([F:51])[c:43]([F:50])[c:44]([O:47][CH2:48][CH3:49])[cH:45][cH:46]3)[c:36]([Cl:39])[cH:37][cH:38]2)[CH:13]([O:23][CH2:24][c:25]2[cH:26][cH:27][cH:28][cH:29][cH:30]2)[CH:14]1[O:15][CH2:16][c:17]1[cH:18][cH:19][cH:20][cH:21][cH:22]1.[CH3:61][C:62]([Cl:63])=[O:64].[CH3:65][OH:66]>>[CH2:1]([c:2]1[cH:3][cH:4][cH:5][cH:6][cH:7]1)[O:8][CH:9]1[CH:10]([CH2:52][OH:64])[O:11][C:12]([O:31][CH3:32])([c:33]2[cH:34][c:35]([CH2:40][c:41]3[c:42]([F:51])[c:43]([F:50])[c:44]([O:47][CH2:48][CH3:49])[cH:45][cH:46]3)[c:36]([Cl:39])[cH:37][cH:38]2)[CH:13]([O:23][CH2:24][c:25]2[cH:26][cH:27][cH:28][cH:29][cH:30]2)[CH:14]1[O:15][CH2:16][c:17]1[cH:18][cH:19][cH:20][cH:21][cH:22]1. The reactants are CSC1=CC=C2C=CNC2=C1 (6-methylsulfanyl-1H-indole), [H-].[Na+] (NaH), ice H2O, CI (CH3I). The solvent is CN(C)C=O (DMF), CN(C)C=O (DMF). Reaction conditions: temperature 0 celsius, time 1 hour. Yields the product CN1C=CC2=CC=C(C=C12)SC (1-methyl-6-methylsulfanyl-1H-indole). Yield: 90.0%. RXN SMILES: [CH3:1][S:2][C:3]1[CH:11]=[C:10]2[C:6]([CH:7]=[CH:8][NH:9]2)=[CH:5][CH:4]=1.[H-].[Na+].[CH3:14]I>CN(C=O)C>[CH3:14][N:9]1[C:10]2[C:6](=[CH:5][CH:4]=[C:3]([S:2][CH3:1])[CH:11]=2)[CH:7]=[CH:8]1 |f:1.2|. Procedure details: A solution of 6-methylsulfanyl-1H-indole (6.8 g, 42 mmol) in DMF (50 mL) was added to a slurry of NaH (55 mmol) in DMF(10 mL) at 0° C. over a period of 10 minutes. After stirring for 1 hour at 0° C., CH3I (4.0 ml,64 mmol) was added and the mixture stirred for 30 minutes at 0° C., then at room temperature for 1 hour, then poured into ice/H2O and extracted with EtOAc. The organic phase was washed with saturated NaCl solution, dried over MgSO4, filtered and evaporated to give 6.7 g (91.0%) of 1-met... Product: FC=1C(=C(C=CC1)N=C=O)[Si](C)(C)C (3-Fluoro-2-trimethylsilylphenyl isocyanate). Procedure details: Preparation of the intermediate isocyanate was carried out via a Curtius rearrangement. See Capson, T. L. et al., Tetrahedron Lett., 25, 3515 (1984) and references herein. To a solution of the compound prepared in (2) (3.03 g, 14.3 mmol) in CH2Cl2 (20 mL) was added oxalylchloride (1.30 mL, 15.0 mmol) and the resulting mixture was stirred 3 h at room temperature. The residue obtained after evaporation of the solvent was diluted with THF (10 mL) and injected with vigorous stirring to a ice-cooled ... Run at time 3 hour. RXN SMILES: [N-:1]=[C:2]=[O:3].[F:4][C:5]1[C:6]([Si:14]([CH3:17])([CH3:16])[CH3:15])=[C:7]([CH:11]=[CH:12][CH:13]=1)C(O)=O.C(Cl)(=O)C(Cl)=O.[N-]=[N+]=[N-].[Na+]>C(Cl)Cl.O.CC(C)=O>[F:4][C:5]1[C:6]([Si:14]([CH3:17])([CH3:16])[CH3:15])=[C:7]([N:1]=[C:2]=[O:3])[CH:11]=[CH:12][CH:13]=1 |f:3.4|. Starting materials: [N-]=[N+]=[N-].[Na+] (NaN3), [N-]=C=O (isocyanate), FC=1C(=C(C(=O)O)C=CC1)[Si](C)(C)C (3-Fluoro-2-trimethylsilylbenzoic acid), C(C(=O)Cl)(=O)Cl (oxalylchloride). Solvent: O (H2O), CC(=O)C (acetone), C(Cl)Cl (CH2Cl2). Starting materials: BrC=1C=C2C=NC(=NC2=C(C1)Cl)Cl (6-bromo-2,8-dichloroquinazoline), COC=1C=C(C=C(C1)OC)B(O)O (3,5-dimethoxyphenylboronic acid), C([O-])([O-])=O.[Cs+].[Cs+] (cesium carbonate). The reagents and catalysts are Cl[Pd]([P](C1=CC=CC=C1)(C2=CC=CC=C2)C3=CC=CC=C3)([P](C4=CC=CC=C4)(C5=CC=CC=C5)C6=CC=CC=C6)Cl (Pd(PPh3)2Cl2). Run in C1CCOC1 (THF), O (water). Reaction conditions: temperature 80 celsius, time 5 hour. The product is ClC1=NC2=C(C=C(C=C2C=N1)C1=CC(=CC(=C1)OC)OC)Cl (2,8-dichloro-6-(3,5-dimethoxyphenyl)quinazoline). Isolated yield 41.2%. RXN SMILES: Br[C:2]1[CH:3]=[C:4]2[C:9](=[C:10]([Cl:12])[CH:11]=1)[N:8]=[C:7]([Cl:13])[N:6]=[CH:5]2.[CH3:14][O:15][C:16]1[CH:17]=[C:18](B(O)O)[CH:19]=[C:20]([O:22][CH3:23])[CH:21]=1.C(=O)([O-])[O-].[Cs+].[Cs+]>C1COCC1.O.Cl[Pd](Cl)([P](C1C=CC=CC=1)(C1C=CC=CC=1)C1C=CC=CC=1)[P](C1C=CC=CC=1)(C1C=CC=CC=1)C1C=CC=CC=1>[Cl:13][C:7]1[N:6]=[CH:5][C:4]2[C:9](=[C:10]([Cl:12])[CH:11]=[C:2]([C:18]3[CH:17]=[C:16]([O:15][CH3:14])[CH:21]=[C:20]([O:22][CH3:23])[CH:19]=3)[CH:3]=2)[N:8]=1 |f:2.3.4,^1:41,60|. Procedure details: A mixture of 6-bromo-2,8-dichloroquinazoline (4.0 g, 14.5 mmol), 3,5-dimethoxyphenylboronic acid (4.23 g, 16.0 mmol), cesium carbonate (9.42 g, 29.0 mmol) and Pd(PPh3)2Cl2 (220 mg, 0.70 mmol) in THF (200 mL) and water (10 mL) was degassed with nitrogen three times, and stirred at 80° C. for 5 hours. The reaction mixture was cooled to room temperature, directly concentrated and purified by silica gel chromatography (petroleum ether: dichloromethane=2:1˜1:1) to get the title compound as a yellow s... Reactants: COC(=O)c1sc(C2=CCCCC2)cc1NC1CCC(n2cncn2)CC1, CC1CCC(C(=O)Cl)CC1, Cc1ccccc1, CCOC(C)=O, c1ccncc1. Yields the product COC(=O)c1sc(C2=CCCCC2)cc1N(C(=O)C1CCC(C)CC1)C1CCC(n2cncn2)CC1. RXN SMILES: [CH3:1][O:2][C:3](=[O:4])[c:5]1[s:6][c:7]([C:22]2=[CH:23][CH2:24][CH2:25][CH2:26][CH2:27]2)[cH:8][c:9]1[NH:10][CH:11]1[CH2:12][CH2:13][CH:14]([n:17]2[n:18][cH:19][n:20][cH:21]2)[CH2:15][CH2:16]1.[CH3:28][CH:29]1[CH2:30][CH2:31][CH:32]([C:35](=[O:36])[Cl:37])[CH2:33][CH2:34]1.[CH3:38][c:39]1[cH:40][cH:41][cH:42][cH:43][cH:44]1.[CH3:51][CH2:52][O:53][C:54]([CH3:55])=[O:56].[cH:45]1[cH:46][cH:47][n:48][cH:49][cH:50]1>>[CH3:1][O:2][C:3](=[O:4])[c:5]1[s:6][c:7]([C:22]2=[CH:23][CH2:24][CH2:25][CH2:26][CH2:27]2)[cH:8][c:9]1[N:10]([CH:11]1[CH2:12][CH2:13][CH:14]([n:17]2[n:18][cH:19][n:20][cH:21]2)[CH2:15][CH2:16]1)[C:35]([CH:32]1[CH2:31][CH2:30][CH:29]([CH3:28])[CH2:34][CH2:33]1)=[O:36].